Dataset: the Open Reaction Database (ORD), a public repository of structured organic reaction records. Task: describe an organic reaction: reactants, conditions, products, and yield Reactants: ClC=1C(=C(C(=O)C(C(=O)OCC)=COCC)C(=C(C1F)F)C)F (ethyl 2-(3-chloro-2,4,5-trifluoro-6-methylbenzoyl)-3-ethoxyacrylate), C1(CC1)N (cyclopropylamine). The product is ClC=1C(=C(C(=O)C(C(=O)OCC)=CNC2CC2)C(=C(C1F)F)C)F (ethyl 2-(3-chloro-2,4,5-trifluoro-6-methylbenzoyl)-3-cyclopropylaminoacrylate). The yield is 110.4%. Reaction SMILES: [Cl:1][C:2]1[C:3]([F:23])=[C:4]([C:17]([CH3:22])=[C:18]([F:21])[C:19]=1[F:20])[C:5]([C:7](=[CH:13]OCC)[C:8]([O:10][CH2:11][CH3:12])=[O:9])=[O:6].[CH:24]1([NH2:27])[CH2:26][CH2:25]1>>[Cl:1][C:2]1[C:3]([F:23])=[C:4]([C:17]([CH3:22])=[C:18]([F:21])[C:19]=1[F:20])[C:5]([C:7](=[CH:13][NH:27][CH:24]1[CH2:26][CH2:25]1)[C:8]([O:10][CH2:11][CH3:12])=[O:9])=[O:6]. Procedure details: Employing ethyl 2-(3-chloro-2,4,5-trifluoro-6-methylbenzoyl)-3-ethoxyacrylate (360 mg) and cyclopropylamine (60 mg), the procedure of Reference Example 21 is repeated to give ethyl 2-(3-chloro-2,4,5-trifluoro-6-methylbenzoyl)-3-cyclopropylaminoacrylate (410 mg), as brown oil. Starting materials: COC(=O)Cc1cccc(NC(=O)c2ccc(Br)o2)c1, OB(O)c1ccco1. The product is COC(=O)Cc1cccc(NC(=O)c2ccc(-c3ccco3)o2)c1. RXN SMILES: [CH3:1][O:2][C:3]([CH2:4][c:5]1[cH:6][c:7]([NH:11][C:12](=[O:13])[c:14]2[o:15][c:16]([Br:19])[cH:17][cH:18]2)[cH:8][cH:9][cH:10]1)=[O:20].[o:21]1[c:22]([B:26]([OH:27])[OH:28])[cH:23][cH:24][cH:25]1>>[CH3:1][O:2][C:3]([CH2:4][c:5]1[cH:6][c:7]([NH:11][C:12](=[O:13])[c:14]2[o:15][c:16](-[c:22]3[o:21][cH:25][cH:24][cH:23]3)[cH:17][cH:18]2)[cH:8][cH:9][cH:10]1)=[O:20]. Starting materials: CCOC(=O)c1sc(NC(C)CN)nc1C, CCOC(=O)c1sc(NCC(C)N)nc1C. The product is CCOC(=O)c1sc(N2C(=O)NCC2C)nc1C. Reaction SMILES: [NH2:17][CH2:18][CH:19]([CH3:20])[NH:21][c:22]1[s:23][c:24]([C:28](=[O:29])[O:30][CH2:31][CH3:32])[c:25]([CH3:27])[n:26]1.[NH2:1][CH:2]([CH3:3])[CH2:4][NH:5][c:6]1[s:7][c:8]([C:11]([O:9][CH2:10][CH3:13])=[O:12])[c:14]([CH3:15])[n:16]1>>[C:11]1(=[O:12])[NH:17][CH2:18][CH:19]([CH3:20])[N:21]1[c:22]1[s:23][c:24]([C:28](=[O:29])[O:30][CH2:31][CH3:32])[c:25]([CH3:27])[n:26]1. Isolated yield 70.0%. Reactants: ClC1=CC=C(C=C1)C1=NOC2=C1CCCC(C2)C(=O)OC (methyl 3-(4-chlorophenyl)-5,6,7,8-tetrahydro-4H-cyclohept[d]isoxazole-7-carboxylate). Reaction SMILES: [Cl:1][C:2]1[CH:7]=[CH:6][C:5]([C:8]2[C:12]3[CH2:13][CH2:14][CH2:15][CH:16]([C:18]([O:20][CH3:21])=[O:19])[CH2:17][C:11]=3[O:10][N:9]=2)=[CH:4][CH:3]=1>CO.[Ni]>[Cl:1][C:2]1[CH:7]=[CH:6][C:5]([C:8]([NH2:9])=[C:12]2[CH2:13][CH2:14][CH2:15][CH:16]([C:18]([O:20][CH3:21])=[O:19])[CH2:17][C:11]2=[O:10])=[CH:4][CH:3]=1. The solvent is CO (methanol). Conditions: time 30 hour. The product is ClC1=CC=C(C=C1)C(=C1C(CC(CCC1)C(=O)OC)=O)N (methyl 4-[(4-chlorophenyl)(amino)methylene]-3-oxocycloheptanecarboxylate). The reagents and catalysts are [Ni] (Raney-nickel). Procedure: 0.22 g of methyl 3-(4-chlorophenyl)-5,6,7,8-tetrahydro-4H-cyclohept[d]isoxazole-7-carboxylate was dissolved in 12 ml of methanol, 0.19 g of wet Raney-nickel was added and the mixture was hydrogenolyzed at 3.4 atmospheres and at room temperature for 30 hours. The catalyst was removed by filtration and washed on the filter firstly with ethanol and then with dichloromethane. The filtrate was evaporated and the residue was purified by chromatography on silica gel using ethyl acetate for the elution.... The reactants are CCOC(=O)Nc1c(F)cc(N(Cc2ccccc2)Cc2ccccc2)cc1F, CCO, [K+], [OH-]. Product: Nc1c(F)cc(N(Cc2ccccc2)Cc2ccccc2)cc1F. Reaction SMILES: [CH2:1]([c:2]1[cH:3][cH:4][cH:5][cH:6][cH:7]1)[N:8]([c:9]1[cH:10][c:11]([F:22])[c:12]([NH:16][C:17](=[O:18])[O:19][CH2:20][CH3:21])[c:13]([F:15])[cH:14]1)[CH2:23][c:24]1[cH:25][cH:26][cH:27][cH:28][cH:29]1.[CH3:32][CH2:33][OH:34].[K+:31].[OH-:30]>>[CH2:1]([c:2]1[cH:3][cH:4][cH:5][cH:6][cH:7]1)[N:8]([c:9]1[cH:10][c:11]([F:22])[c:12]([NH2:16])[c:13]([F:15])[cH:14]1)[CH2:23][c:24]1[cH:25][cH:26][cH:27][cH:28][cH:29]1. Starting materials: CCOCC, ClCCl, CCCCCC, CCC(C)=CCCC(C)=CCOc1ccc2c(c1)OCO2, [Ca+2], [Cl-], [Cl-], O=C(OO)c1cccc(Cl)c1, [Na+], [OH-]. Yields the product CCC1(C)OC1CCC(C)=CCOc1ccc2c(c1)OCO2. As a reaction SMILES: [CH2:38]([O:39][CH2:40][CH3:41])[CH3:42].[CH2:49]([Cl:50])[Cl:51].[CH3:43][CH2:44][CH2:45][CH2:46][CH2:47][CH3:48].[CH3:4][C:5](=[CH:6][CH2:7][O:8][c:9]1[cH:10][c:11]2[c:12]([cH:13][cH:14]1)[O:15][CH2:16][O:17]2)[CH2:18][CH2:19][CH:20]=[C:21]([CH2:22][CH3:23])[CH3:24].[Ca+2:2].[Cl-:1].[Cl-:3].[Cl:25][c:26]1[cH:27][cH:28][cH:29][c:30]([C:31]([O:32][OH:34])=[O:33])[cH:35]1.[Na+:37].[OH-:36]>>[CH3:4][C:5](=[CH:6][CH2:7][O:8][c:9]1[cH:10][c:11]2[c:12]([cH:13][cH:14]1)[O:15][CH2:16][O:17]2)[CH2:18][CH2:19][CH:20]1[C:21]([CH2:22][CH3:23])([CH3:24])[O:33]1.